From a dataset of the Open Reaction Database (ORD), a public repository of structured organic reaction records. describe an organic reaction: reactants, conditions, products, and yield Reactants: C(C)OCC (diethyl ether), [H-].[Na+] (sodium hydride), C(C)OC(=O)C=1NC=2CN(CCC2C1)C(C)=O (2-ethoxycarbonyl-6-acetyl-4,5,6,7-tetrahydro-6-azaindole), C(C)(C)(C)OC(OC(C)(C)C)=O (di-tert-butylcarbonate). Run in CN(C=O)C (dimethylformamide), CN(C=O)C (dimethylformamide), CN(C=O)C (dimethylformamide). Reaction conditions: time 20 minute. Yields the product C(C)(C)(C)OC(=O)N1C(=CC=2CCN(CC12)C(C)=O)C(=O)OCC (1-(tert-Butoxycarbonyl)-2-ethoxycarbonyl-6-acetyl-4,5,6,7-tetrahydro-6-azaindole). Yield: 49.0%. Reaction SMILES: C(OCC)C.[H-].[Na+].[CH2:8]([O:10][C:11]([C:13]1[NH:14][C:15]2[CH2:16][N:17]([C:22](=[O:24])[CH3:23])[CH2:18][CH2:19][C:20]=2[CH:21]=1)=[O:12])[CH3:9].[C:25]([O:29][C:30](=O)[O:31]C(C)(C)C)([CH3:28])([CH3:27])[CH3:26]>CN(C)C=O>[C:25]([O:29][C:30]([N:14]1[C:15]2[CH2:16][N:17]([C:22](=[O:24])[CH3:23])[CH2:18][CH2:19][C:20]=2[CH:21]=[C:13]1[C:11]([O:10][CH2:8][CH3:9])=[O:12])=[O:31])([CH3:28])([CH3:27])[CH3:26] |f:1.2|. Procedure: A suspension of diethyl ether washed sodium hydride (0.28 g, 0.009 mole) in dry dimethylformamide (8 ml) at 0° C. was treated with a solution of 2-ethoxycarbonyl-6-acetyl-4,5,6,7-tetrahydro-6-azaindole from Example 2 (2 g, 0.0085 mole) in dry dimethylformamide (2 ml) and stirred for 20 minutes. The mixture was warmed to room temperature and stirred for 1 hour by which time solution was complete. The solution was cooled to 0° C., a solution of di-tert-butylcarbonate (1.85 g, 0.0085 mole) in dry d... Reactants: NC1=CC=C(C=C1)C=1C=CC(NN1)=O (6-(4-aminophenyl)-3(2H)-pyridazinone), COC1OC(CC1)OC (2,5-dimethoxytetrahydrofuran). The solvent is C(C)(=O)O (acetic acid). Product: N1(C=CC=C1)C1=CC=C(C=C1)C=1CCC(NN1)=O (4,5-Dihydro-6-[4-(1H-pyrrol-1-yl)phenyl]-3(2H)-pyridazinone). The yield is 25.5%. Reaction SMILES: [NH2:1][C:2]1[CH:7]=[CH:6][C:5]([C:8]2[CH:9]=[CH:10][C:11](=[O:14])[NH:12][N:13]=2)=[CH:4][CH:3]=1.CO[CH:17]1[CH2:21][CH2:20][CH:19](OC)O1>C(O)(=O)C>[N:1]1([C:2]2[CH:7]=[CH:6][C:5]([C:8]3[CH2:9][CH2:10][C:11](=[O:14])[NH:12][N:13]=3)=[CH:4][CH:3]=2)[CH:17]=[CH:21][CH:20]=[CH:19]1. Procedure: A mixture of 6-(4-aminophenyl)-3(2H)-pyridazinone (3.7 g) and 2,5-dimethoxytetrahydrofuran (2.6 g) in glacial acetic acid (37 ml) is heated under reflux for four hours. The reaction mixture is cooled, filtered and the solid is washed with ethanol, and finally crystallized from methanol to give 1.2 g of the product, 4,5-dihydro-6-[4-(1H)-pyrrol-1-yl)phenyl]-3(2H)-pyridazinone, mp 222°-223° C. Starting materials: ice water, N(C(=O)C)C1=CC=C(C=C1)C1=CC=CC=C1 (4-Acetaminobiphenyl), [N+](=O)([O-])[O-].[K+] (potassium nitrate). Solvent: C(C)(=O)O (acetic acid), S(O)(O)(=O)=O (sulphuric acid). Run at time 72 hour. The product is N(C(=O)C)C1=C(C=C(C=C1)C1=CC=CC=C1)[N+](=O)[O-] (4-acetamino-3-nitrobiphenyl). The yield is 42.1%. Reaction SMILES: [NH:1]([C:5]1[CH:10]=[CH:9][C:8]([C:11]2[CH:16]=[CH:15][CH:14]=[CH:13][CH:12]=2)=[CH:7][CH:6]=1)[C:2]([CH3:4])=[O:3].[N+:17]([O-])([O-:19])=[O:18].[K+]>C(O)(=O)C.S(=O)(=O)(O)O>[NH:1]([C:5]1[CH:10]=[CH:9][C:8]([C:11]2[CH:16]=[CH:15][CH:14]=[CH:13][CH:12]=2)=[CH:7][C:6]=1[N+:17]([O-:19])=[O:18])[C:2]([CH3:4])=[O:3] |f:1.2|. Procedure details: 4-Acetaminobiphenyl (17 g, 80.57 mmol)in glacial acetic acid (600 ml) was added a solution of potassium nitrate (18 g, 178 mmol) in conc. sulphuric acid (75 ml) at such a rate that the temperature was kept below 30° C. Following the addition the mixture was stirred at ambient temperature for 72 hours. The reaction mixture was poured into ice-water (1200 ml). The product was filtered off, washed thoroughly with water and dried. Recrystallization from EtOH (99%, 150 ml) afforded 4-acetamino-3-nitr... The reactants are C(C)OC(=O)C=1OC2=C(C1)C=C(C=C2)O (5-hydroxy-2-benzofuran-carboxylic acid ethyl ester), 8.06, BrCCCCCBr (1,5-dibromopentane). Yields the product C(C)OC(=O)C=1OC2=C(C1)C=C(C=C2)OCCCCCBr (5-[(5-Bromopentyl)oxy]-2-benzofurancarboxylic Acid Ethyl Ester). Yield: 73.0%. Reaction SMILES: [CH2:1]([O:3][C:4]([C:6]1[O:7][C:8]2[CH:14]=[CH:13][C:12]([OH:15])=[CH:11][C:9]=2[CH:10]=1)=[O:5])[CH3:2].[Br:16][CH2:17][CH2:18][CH2:19][CH2:20][CH2:21]Br>>[CH2:1]([O:3][C:4]([C:6]1[O:7][C:8]2[CH:14]=[CH:13][C:12]([O:15][CH2:21][CH2:20][CH2:19][CH2:18][CH2:17][Br:16])=[CH:11][C:9]=2[CH:10]=1)=[O:5])[CH3:2]. Reported procedure: Starting with 2.41 g (11.69 mmol) of 5-hydroxy-2-benzofuran-carboxylic acid ethyl ester, and 8.06 (35.06 mmol) of 1,5-dibromopentane, the title compound (3.03 g; 73%) was obtained as a white solid, mp 31° C., using the procedure of example 21. Reactants: Cl.FC=1C=C2CCN(C2=CC1C1=CN(C2=NC=CC(=C21)NS(=O)(=O)C2CCNCC2)C(C)C)C (N-(3-(5-fluoro-1-methylindolin-6-yl)-1-isopropyl-1H-pyrrolo[2,3-b]pyridin-4-yl)piperidine-4-sulfonamide, hydrochloride), C(C)(=O)O (acetic acid), C=O (formaldehyde), C(#N)[BH3-].[Na+] (sodium cyanoborohydride). Run in CO (MeOH). Yields the product FC=1C=C2CCN(C2=CC1C1=CN(C2=NC=CC(=C21)NS(=O)(=O)C2CCN(CC2)C)C(C)C)C (N-(3-(5-fluoro-1-methylindolin-6-yl)-1-isopropyl-1H-pyrrolo[2,3-b]pyridin-4-yl)-1-methylpiperidine-4-sulfonamide). Yield: 35.4%. Reaction SMILES: Cl.[F:2][C:3]1[CH:4]=[C:5]2[C:9](=[CH:10][C:11]=1[C:12]1[C:20]3[C:15](=[N:16][CH:17]=[CH:18][C:19]=3[NH:21][S:22]([CH:25]3[CH2:30][CH2:29][NH:28][CH2:27][CH2:26]3)(=[O:24])=[O:23])[N:14]([CH:31]([CH3:33])[CH3:32])[CH:13]=1)[N:8]([CH3:34])[CH2:7][CH2:6]2.[C:35](O)(=O)C.C=O.C([BH3-])#N.[Na+]>CO>[F:2][C:3]1[CH:4]=[C:5]2[C:9](=[CH:10][C:11]=1[C:12]1[C:20]3[C:15](=[N:16][CH:17]=[CH:18][C:19]=3[NH:21][S:22]([CH:25]3[CH2:30][CH2:29][N:28]([CH3:35])[CH2:27][CH2:26]3)(=[O:24])=[O:23])[N:14]([CH:31]([CH3:32])[CH3:33])[CH:13]=1)[N:8]([CH3:34])[CH2:7][CH2:6]2 |f:0.1,4.5|. Procedure: To a stirred solution of N-(3-(5-fluoro-1-methylindolin-6-yl)-1-isopropyl-1H-pyrrolo[2,3-b]pyridin-4-yl)piperidine-4-sulfonamide, hydrochloride (D39) (248 mg, 0.488 mmol) in MeOH (8 mL) at RT was added acetic acid (0.279 mL, 4.88 mmol), formaldehyde (37% solution in water) (0.218 mL, 2.93 mmol) and sodium cyanoborohydride (307 mg, 4.88 mmol). The reaction mixture was stirred at RT for an hour. The reaction mixture was concentrated in vacuo. The residue was passed through SCX cartridge (eluted wi... The product is COC(NC=1SC(=CN1)C1CCC(CC1)N1CC(C1)NC(CNC(C1=CC(=CC=C1)C(F)(F)F)=O)=O)=O ([5-(4-{3-[2-(3-Trifluoromethyl-benzoylamino)-acetylamino]-azetidin-1-yl}-cyclohexyl)-thiazol-2-yl]-carbamic acid methyl ester). Reactants: COC(NC=1SC(=CN1)C1CCC(CC1)=O)=O ([5-(4-oxo-cyclohexyl)-thiazol-2-yl]-carbamic acid methyl ester), N1CC(C1)NC(=O)CNC(C1=CC(=CC=C1)C(F)(F)F)=O (N-(azetidin-3-ylcarbamoylmethyl)-3-trifluoromethyl-benzamide). Reported procedure: The title compounds were prepared as white solids from the reductive amination of [5-(4-oxo-cyclohexyl)-thiazol-2-yl]-carbamic acid methyl ester (as prepared in the previous step) and N-(azetidin-3-ylcarbamoylmethyl)-3-trifluoromethyl-benzamide using the procedure described in Step F of Example 1. RXN SMILES: [CH3:1][O:2][C:3](=[O:17])[NH:4][C:5]1[S:6][C:7]([CH:10]2[CH2:15][CH2:14][C:13](=O)[CH2:12][CH2:11]2)=[CH:8][N:9]=1.[NH:18]1[CH2:21][CH:20]([NH:22][C:23]([CH2:25][NH:26][C:27](=[O:38])[C:28]2[CH:33]=[CH:32][CH:31]=[C:30]([C:34]([F:37])([F:36])[F:35])[CH:29]=2)=[O:24])[CH2:19]1>>[CH3:1][O:2][C:3](=[O:17])[NH:4][C:5]1[S:6][C:7]([CH:10]2[CH2:15][CH2:14][CH:13]([N:18]3[CH2:21][CH:20]([NH:22][C:23](=[O:24])[CH2:25][NH:26][C:27](=[O:38])[C:28]4[CH:33]=[CH:32][CH:31]=[C:30]([C:34]([F:36])([F:37])[F:35])[CH:29]=4)[CH2:19]3)[CH2:12][CH2:11]2)=[CH:8][N:9]=1.